Dataset: the Open Reaction Database (ORD), a public repository of structured organic reaction records. Task: describe an organic reaction: reactants, conditions, products, and yield Starting materials: CCCCOc1c(CN(C(=O)[O-])C(C)(C)C)n(CC(C)C)c(=O)c2ccc(OCC(N)=O)cc12, CCOC(C)=O, Cl. The product is Cl, CCCCOc1c(CN)n(CC(C)C)c(=O)c2ccc(OCC(N)=O)cc12. Reaction SMILES: [C:1]([N:5]([C:2](=[O:3])[O-:4])[CH2:9][c:10]1[n:11]([CH2:31][CH:32]([CH3:33])[CH3:34])[c:12](=[O:30])[c:13]2[cH:14][cH:15][c:16]([O:25][CH2:26][C:27](=[O:28])[NH2:29])[cH:17][c:18]2[c:19]1[O:20][CH2:21][CH2:22][CH2:23][CH3:24])([CH3:6])([CH3:7])[CH3:8].[CH3:36][CH2:37][O:38][C:39](=[O:40])[CH3:41].[ClH:35]>>[ClH:35].[NH2:5][CH2:9][c:10]1[n:11]([CH2:31][CH:32]([CH3:33])[CH3:34])[c:12](=[O:30])[c:13]2[cH:14][cH:15][c:16]([O:25][CH2:26][C:27](=[O:28])[NH2:29])[cH:17][c:18]2[c:19]1[O:20][CH2:21][CH2:22][CH2:23][CH3:24]. Product: N1=C(C=CC=C1)NC(=O)C1=NC2=C(N1CCN1CCN(CC1)C(C1=CC(=C(C=C1)OC)OC)=O)C=CC=C2 (N-(2-pyridyl)-1-[2-(4-(3,4-dimethoxybenzoyl)-1-piperazinyl)ethyl]benzimidazole-2-carboxamide). The yield is 52.9%. Procedure details: In an argon atmosphere, N-(2-pyridyl)benzimidazole-2-carboxamide (1.40 g) was dissolved in DMSO (20 ml), and 60% sodium hydride (0.28 g) was added and stirred at room temperature for 1 hr. A solution (7 ml) of 2-[4-(3,4-dimethoxybenzoyl)-1-piperazinyl]ethyl chloride (1.90 g) in DMSO was added dropwise and allowed to react overnight at room temperature under agitation. The reaction solution was poured into an aqueous solution of ammonium chloride and extracted with chloroform. The chloroform laye... The reactants are COC=1C=C(C(=O)N2CCN(CC2)CCCl)C=CC1OC (2-[4-(3,4-dimethoxybenzoyl)-1-piperazinyl]ethyl chloride), [Cl-].[NH4+] (ammonium chloride), N1=C(C=CC=C1)NC(=O)C=1NC2=C(N1)C=CC=C2 (N-(2-pyridyl)benzimidazole-2-carboxamide), [H-].[Na+] (sodium hydride). Run at time 1 hour. As a reaction SMILES: [N:1]1[CH:6]=[CH:5][CH:4]=[CH:3][C:2]=1[NH:7][C:8]([C:10]1[NH:11][C:12]2[CH:18]=[CH:17][CH:16]=[CH:15][C:13]=2[N:14]=1)=[O:9].[H-].[Na+].[CH3:21][O:22][C:23]1[CH:24]=[C:25]([CH:37]=[CH:38][C:39]=1[O:40][CH3:41])[C:26]([N:28]1[CH2:33][CH2:32][N:31]([CH2:34][CH2:35]Cl)[CH2:30][CH2:29]1)=[O:27].[Cl-].[NH4+]>CS(C)=O>[N:1]1[CH:6]=[CH:5][CH:4]=[CH:3][C:2]=1[NH:7][C:8]([C:10]1[N:11]([CH2:35][CH2:34][N:31]2[CH2:32][CH2:33][N:28]([C:26](=[O:27])[C:25]3[CH:37]=[CH:38][C:39]([O:40][CH3:41])=[C:23]([O:22][CH3:21])[CH:24]=3)[CH2:29][CH2:30]2)[C:12]2[CH:18]=[CH:17][CH:16]=[CH:15][C:13]=2[N:14]=1)=[O:9] |f:1.2,4.5|. Run in CS(=O)C (DMSO), CS(=O)C (DMSO). Procedure details: A solution of 5-chlorocarbonylmethylamino-1-(2-chloro-4-trifluoromethylphenyl)-4-cyanopyrazole (4.72 g) in dry methyl ethyl ketone (25 ml) was added over 5 minutes to a stirred solution of ethylamine (20 ml) in methyl ethyl ketone (100 ml) at 0° C. (maintained by external cooling). The resulting suspension was stirred for 1 hour whilst the reaction mixture attained laboratory temperature. The reaction mixture was evaporated to dryness and the residue was dissolved in a mixture of diethyl ether (... Reaction conditions: time 1 hour. Reactants: ClC(=O)CNC1=C(C=NN1C1=C(C=C(C=C1)C(F)(F)F)Cl)C#N (5-chlorocarbonylmethylamino-1-(2-chloro-4-trifluoromethylphenyl)-4-cyanopyrazole), C(C)N (ethylamine). Solvent: C(C)C(=O)C (methyl ethyl ketone), C(C)C(=O)C (methyl ethyl ketone). Reaction SMILES: Cl[C:2]([CH2:4][NH:5][C:6]1[N:10]([C:11]2[CH:16]=[CH:15][C:14]([C:17]([F:20])([F:19])[F:18])=[CH:13][C:12]=2[Cl:21])[N:9]=[CH:8][C:7]=1[C:22]#[N:23])=[O:3].[CH2:24]([NH2:26])[CH3:25]>C(C(C)=O)C>[Cl:21][C:12]1[CH:13]=[C:14]([C:17]([F:20])([F:19])[F:18])[CH:15]=[CH:16][C:11]=1[N:10]1[C:6]([NH:5][CH2:4][C:2]([NH:26][CH2:24][CH3:25])=[O:3])=[C:7]([C:22]#[N:23])[CH:8]=[N:9]1. Yields the product ClC1=C(C=CC(=C1)C(F)(F)F)N1N=CC(=C1NCC(=O)NCC)C#N (1-(2-chloro-4-trifluoromethylphenyl)-4-cyano-5-ethylaminocarbonylmethylaminopyrazole). The reactants are CCCN=C(N)Nc1ccnc(SC)n1, CCOC(C)=O, CO, CO, [O-][I+3]([O-])([O-])[O-], [Na+], O. The product is CCCN=C(N)Nc1ccnc(S(C)=O)n1. Reaction SMILES: [CH2:1]([CH2:2][CH3:3])[N:4]=[C:5]([NH:6][c:7]1[n:8][c:9]([S:13][CH3:14])[n:10][cH:11][cH:12]1)[NH2:15].[CH3:22][CH2:23][O:24][C:25]([CH3:26])=[O:27].[CH3:28][OH:29].[CH3:30][OH:31].[I+3:16]([O-:17])([O-:18])([O-:19])[O-:20].[Na+:21].[OH2:32]>>[CH2:1]([CH2:2][CH3:3])[N:4]=[C:5]([NH:6][c:7]1[n:8][c:9]([S:13]([CH3:14])=[O:17])[n:10][cH:11][cH:12]1)[NH2:15]. The reactants are CN1CCC(N)C1, Cl, Cl, CCOc1cc(C(=O)NC2CCN(C)CC2)c(F)cc1N. The product is CCOc1cc(C(=O)NC2CCN(C)C2)c(F)cc1N. As a reaction SMILES: [CH3:24][N:25]1[CH2:26][CH2:27][CH:28]([NH2:29])[CH2:30]1.[ClH:22].[ClH:23].[NH2:1][c:2]1[cH:3][c:4]([F:21])[c:5]([C:6](=[O:7])[NH:8][CH:9]2[CH2:10][CH2:11][N:12]([CH3:15])[CH2:13][CH2:14]2)[cH:16][c:17]1[O:18][CH2:19][CH3:20]>>[NH2:1][c:2]1[cH:3][c:4]([F:21])[c:5]([C:6](=[O:7])[NH:8][CH:9]2[CH2:11][N:12]([CH3:15])[CH2:13][CH2:14]2)[cH:16][c:17]1[O:18][CH2:19][CH3:20]. The reactants are C(C)#N (acetonitrile), C(C)OC(C(CC)(C)C)=O (2,2-dimethyl-butyric acid ethyl ester), [H-].[Na+] (sodium hydride). The solvent is O1CCCC1 (tetrahydrofuran), O1CCCC1 (tetrahydrofuran), Cl (hydrochloric acid). Conditions: temperature 60 celsius, time 4 hour. The product is CC(C(CC#N)=O)(CC)C (4,4-Dimethyl-3-oxohexanenitrile). Isolated yield 27.0%. RXN SMILES: [H-].[Na+].[C:3](#[N:5])[CH3:4].C([O:8][C:9](=O)[C:10]([CH3:14])([CH3:13])[CH2:11][CH3:12])C>O1CCCC1.Cl>[CH3:13][C:10]([CH3:14])([CH2:11][CH3:12])[C:9](=[O:8])[CH2:4][C:3]#[N:5] |f:0.1|. Reported procedure: A suspension of sodium hydride (60% dispersion in mineral oil, 3.18 g, 79.4 mmol) in tetrahydrofuran (60 mL) was heated at 60° C. for 1 hour. The reaction mixture was then cooled to room temperature, acetonitrile (4.2 mL, 79.4 mmol) and 2,2-dimethyl-butyric acid ethyl ester [(7.95 g, 61 mmol), J. Am. Chem. Soc., 1942, 64, 2964] in tetrahydrofuran (100 mL) were added and the mixture was stirred for 4 hours at 25° C. The mixture was then diluted with 1M hydrochloric acid (100 mL) and the aqueous l... Reactants: C(CC)(=O)N1C(O[C@@H]([C@H]1CO)C1=CC=C(C=C1)S(=O)(=O)C)(C)C ((4R,5R)-3-propionyl-2,2-dimethyl-4-hydroxymethyl-5-[4-(methylsulfonyl)phenyl]-1,3-oxazolidine), C(CC)(=O)N1C(O[C@@H]([C@H]1CO)C1=CC=C(C=C1)S(=O)(=O)C)(C)C ((4R,5R)-3-propionyl-2,2-dimethyl-4-hydroxymethyl-5-[4-(methylsulfonyl)phenyl]-1,3-oxazolidine), C(C)N(C(C(C(F)(F)F)F)(F)F)CC (N,N-diethyl-1,1,2,3,3,3-hexafluoro-1-propanamine). Run in C(Cl)Cl (methylene chloride). Run at temperature 22.5 celsius. Yields the product C(CC)(=O)N1C(O[C@@H]([C@H]1CF)C1=CC=C(C=C1)S(=O)(=O)C)(C)C ((4S,5R)-3-propionyl-2,2-dimethyl-4-fluoromethyl-5-[4-(methylsulfonyl)phenyl]-1,3-oxazolidine). Reaction SMILES: [C:1]([N:5]1[C@H:9]([CH2:10]O)[C@@H:8]([C:12]2[CH:17]=[CH:16][C:15]([S:18]([CH3:21])(=[O:20])=[O:19])=[CH:14][CH:13]=2)[O:7][C:6]1([CH3:23])[CH3:22])(=[O:4])[CH2:2][CH3:3].C(N(CC)C(F)(F)C(F)C(F)(F)[F:30])C>C(Cl)Cl>[C:1]([N:5]1[C@H:9]([CH2:10][F:30])[C@@H:8]([C:12]2[CH:17]=[CH:16][C:15]([S:18]([CH3:21])(=[O:20])=[O:19])=[CH:14][CH:13]=2)[O:7][C:6]1([CH3:23])[CH3:22])(=[O:4])[CH2:2][CH3:3]. Procedure: (4R,5R)-3-propionyl-2,2-dimethyl-4-hydroxymethyl-5-[4-(methylsulfonyl)phenyl]-1,3-oxazolidine (Compound V: R1 is methylsulfonyl, R2 and R3 are methyl and R4 is ethyl) (70 g, 0.2050 moles) in methylene chloride (450 ml) reacts with N,N-diethyl-1,1,2,3,3,3-hexafluoro-1-propanamine (Ishikawa Reagent) (73.2 g, 0.328 moles) at 95-105° C. for 2-4 hours. Cooling to 20-25° C., quenching with 25% aqueous sodium hydroxide and water (2000 mL) and separation of the methylene chloride layer gives a solution ...